Dataset: the Open Reaction Database (ORD), a public repository of structured organic reaction records. Task: describe an organic reaction: reactants, conditions, products, and yield Starting materials: N1=CC(=CC=C1)C=1C=C2C(=NC1)NCC2 (5-Pyridin-3-yl-2,3-dihydro-1H-pyrrolo[2,3-b]pyridine), C(C1=CC=CC=C1)(=O)N=C=O (benzoyl isocyanate), C(=O)([O-])[O-].[K+].[K+] (K2CO3), crude product, CS(=O)C (DMSO). Run in CCOC(=O)C (EtOAc), C(Cl)Cl (DCM). Run at temperature 50 celsius. Product: N1=CC(=CC=C1)C=1C=C2C(=NC1)N(CC2)C(=O)N (5-pyridin-3-yl-2,3-dihydro-pyrrolo[2,3-b]pyridine-1-carboxylic acid amide). The yield is 63.3%. As a reaction SMILES: [N:1]1[CH:6]=[CH:5][CH:4]=[C:3]([C:7]2[CH:8]=[C:9]3[CH2:15][CH2:14][NH:13][C:10]3=[N:11][CH:12]=2)[CH:2]=1.[C:16]([N:24]=C=O)(=[O:23])C1C=CC=CC=1.C([O-])([O-])=O.[K+].[K+].CS(C)=O>C(Cl)Cl.CCOC(C)=O>[N:1]1[CH:6]=[CH:5][CH:4]=[C:3]([C:7]2[CH:8]=[C:9]3[CH2:15][CH2:14][N:13]([C:16]([NH2:24])=[O:23])[C:10]3=[N:11][CH:12]=2)[CH:2]=1 |f:2.3.4|. Procedure: 5-Pyridin-3-yl-2,3-dihydro-1H-pyrrolo[2,3-b]pyridine (50 mg, 0.25 mmol) and benzoyl isocyanate (62 mg, 0.38 mmol) are dissolved in 1.5 mL of DCM. The mixture is heated at 50° C. for 16 hrs. Then the solvent is removed in vacuum and the residue is dissolved in 1.5 mL of EtOH. K2CO3 (60 mg, 0.43 mmol) is added and the mixture is heated at 80° C. for 55 min. The solvent is removed and the residue is partitioned between water (35 mL) and EtOAc (55 mL). The aqueous layer is separated and extracted wi... Reactants: C1(CC1)NS(=O)(=O)C1=C(CNC(C)=O)C=C(C=C1)F (N-[2-(cyclopropylsulfamoyl)-5-fluorobenzyl]acetamide), Cl (hydrochloric acid). Run in C(C)O (ethanol). Reaction conditions: temperature 80 celsius, time 8 hour. Yields the product NCC1=C(C=CC(=C1)F)S(=O)(=O)NC1CC1 (2-(aminomethyl)-N-cyclopropyl-4-fluorobenzenesulfonamide). Isolated yield 31.7%. As a reaction SMILES: [CH:1]1([NH:4][S:5]([C:8]2[CH:18]=[CH:17][C:16]([F:19])=[CH:15][C:9]=2[CH2:10][NH:11]C(=O)C)(=[O:7])=[O:6])[CH2:3][CH2:2]1.Cl>C(O)C>[NH2:11][CH2:10][C:9]1[CH:15]=[C:16]([F:19])[CH:17]=[CH:18][C:8]=1[S:5]([NH:4][CH:1]1[CH2:2][CH2:3]1)(=[O:6])=[O:7]. Reported procedure: (Step 2) To a solution of N-[2-(cyclopropylsulfamoyl)-5-fluorobenzyl]acetamide obtained in Step 1 (2.22 g) in ethanol (20 ml) was added hydrochloric acid (10 ml) at room temperature, and the mixture was stirred overnight at 80° C. The reaction solvent was evaporated under reduced pressure, saturated aqueous sodium hydrogen carbonate solution was added, and the mixture was extracted with ethyl acetate. The extract was washed with saturated brine, and dried over sodium sulfate. The solvent was eva... Reactants: CCOC(C(C=O)[Cl])=O, CC1=CN=C(C=C1)N, [C-]#[N+]C1CCCCC1. Reagents/catalysts: O=C(O)C(F)(F)F (trifluoroacetic acid). The solvent is CC(C)O (isopropyl alcohol), CC(C)O (isopropylalcohol). Conditions: temperature 22 celsius, time 20 hour. The product is CCOC(C(c1c(NC2CCCCC2)n2cc(C)ccc2n1)[Cl])=O. The yield is 0.0%. Reaction SMILES: CC1=CC=C(N)N=C1.[C-]#[N+]C1CCCCC1.CCOC(=O)C(Cl)C=O>>CCOC(=O)C(Cl)C1=C(NC2CCCCC2)N2C=C(C)C=CC2=N1. Reactants: ClC=1C=CC(=C(C1)OC)C (5-chloro-2-methylanisole), ClC(C(OCN1C(C2=CC=CC=C2C1=O)=O)=N)(Cl)Cl ((1,3-dioxoisoindolin-2-yl)methyl 2,2,2-trichloroacetimidate), FC(S(=O)(=O)O[Si](C)(C)C)(F)F (trimethylsilyl trifluoromethansulfonate). Solvent: C(Cl)Cl (DCM). Reaction conditions: time 3 hour. Yields the product ClC1=C(CN2C(C3=CC=CC=C3C2=O)=O)C=C(C(=C1)OC)C (2-(2-chloro-4-methoxy-5-methylbenzyl)isoindoline-1,3-dione). Isolated yield 43.1%. Reaction SMILES: [Cl:1][C:2]1[CH:3]=[CH:4][C:5]([CH3:10])=[C:6]([O:8][CH3:9])[CH:7]=1.ClC(Cl)(Cl)C(=N)O[CH2:15][N:16]1[C:24](=[O:25])[C:23]2[C:18](=[CH:19][CH:20]=[CH:21][CH:22]=2)[C:17]1=[O:26].FC(F)(F)S(O[Si](C)(C)C)(=O)=O>C(Cl)Cl>[Cl:1][C:2]1[CH:7]=[C:6]([O:8][CH3:9])[C:5]([CH3:10])=[CH:4][C:3]=1[CH2:15][N:16]1[C:24](=[O:25])[C:23]2[C:18](=[CH:19][CH:20]=[CH:21][CH:22]=2)[C:17]1=[O:26]. Procedure: To a solution of 5-chloro-2-methylanisole (200 mg, 1.28 mmol, purchased from APOLLO) and (1,3-dioxoisoindolin-2-yl)methyl 2,2,2-trichloroacetimidate (411 mg, 1.28 mmol, Synthesis, 2003, 7, 1065-1070) in DCM (30 mL) was added trimethylsilyl trifluoromethansulfonate (14.2 mg, 0.064 mmol) at room temperature under nitrogen. After stirring for 3 hours at room temperature, the reaction mixture was quenched with solid potassium carbonate and evaporated. The residue was chromatographed on a column of s...